Dataset: the Open Reaction Database (ORD), a public repository of structured organic reaction records. Task: describe an organic reaction: reactants, conditions, products, and yield Reactants: CN(C)C=O, Cl, [Na+], [OH-], O, Nc1ccc(-c2coc3cc(O)c(O)cc3c2=O)cc1, O=S(=O)(Cl)c1ccccc1. Product: O=c1c(-c2ccc(NS(=O)(=O)c3ccccc3)cc2)coc2cc(O)c(O)cc12. RXN SMILES: [CH3:34][N:35]([CH3:36])[CH:37]=[O:38].[ClH:33].[Na+:32].[OH-:31].[OH2:39].[OH:1][c:2]1[c:3]([OH:20])[cH:4][c:5]2[c:6]([c:7](=[O:18])[c:8](-[c:11]3[cH:12][cH:13][c:14]([NH2:17])[cH:15][cH:16]3)[cH:9][o:10]2)[cH:19]1.[c:21]1([S:27](=[O:28])(=[O:29])[Cl:30])[cH:22][cH:23][cH:24][cH:25][cH:26]1>>[OH:1][c:2]1[c:3]([OH:20])[cH:4][c:5]2[c:6]([c:7](=[O:18])[c:8](-[c:11]3[cH:12][cH:13][c:14]([NH:17][S:27]([c:21]4[cH:22][cH:23][cH:24][cH:25][cH:26]4)(=[O:28])=[O:29])[cH:15][cH:16]3)[cH:9][o:10]2)[cH:19]1. Starting materials: S(=O)(=O)([O-])OOS(=O)(=O)[O-].[K+].[K+] (potassium persulfate), O.O.O.O.O.O.O.O.O.O.O.O.P(=O)([O-])([O-])[O-].[Na+].[Na+].[Na+] (trisodium phosphate dodecahydrate), S(=O)(=O)(OCCCCCCCCCCCC)[O-].[Na+] (sodium dodecyl sulfate), C=CC1=CC=CC=C1 (styrene), C(C(=C)C)(=O)OCCOC(C(=C)C)=O (ethylene glycol dimethacrylate), C(=C)C1=CC=CC=2C3=CC=CC=C3NC12 (vinyl carbazole). The solvent is O (water), ClCCl (dichloromethane). Reaction conditions: time 30 minute. Yields the product C=CN1C2=CC=CC=C2C3=CC=CC=C31.CC(=C)C(=O)OCC1CO1 (Polyvinyl Carbazole Polyglycidyl Methacrylate). Reaction SMILES: S(OOS([O-])(=O)=O)([O-])(=O)=O.[K+].[K+].O.O.O.O.O.O.O.O.O.O.O.O.P([O-])([O-])([O-])=O.[Na+].[Na+].[Na+].S([O-])(O[CH2:37][CH2:38][CH2:39][CH2:40][CH2:41][CH2:42][CH2:43][CH2:44][CH2:45][CH2:46][CH2:47][CH3:48])(=O)=O.[Na+].C=CC1C=CC=CC=1.[C:59]([O:64][CH2:65][CH2:66][O:67][C:68](=O)C(C)=C)(=[O:63])[C:60]([CH3:62])=[CH2:61].C(C1C2[NH:86][C:85]3C(=CC=C[CH:84]=3)C=2C=CC=1)=C>ClCCl.O>[CH2:84]=[CH:85][N:86]1[C:48]2[C:43](=[CH:44][CH:45]=[CH:46][CH:47]=2)[C:42]2[C:37]1=[CH:38][CH:39]=[CH:40][CH:41]=2.[CH3:62][C:60]([C:59]([O:64][CH2:65][CH:66]1[O:67][CH2:68]1)=[O:63])=[CH2:61] |f:0.1.2,3.4.5.6.7.8.9.10.11.12.13.14.15.16.17.18,19.20,26.27|. Procedure details: A 300-mL roundbottomed flask, equipped with a distillation head and a mechanical stirrer, is utilized. 200 mL of water containing 0.5 g of potassium persulfate, 0.5 g of trisodium phosphate dodecahydrate, and 1.5 g of sodium dodecyl sulfate are heated to 70° C. under a nitrogen atmosphere. A seed emulsion is formed by adding 4.5 mL of styrene and 0.5 mL of ethylene glycol dimethacrylate. After 30 min the seed emulsion has a particle size of 0.021 μm and pH of 8.5. A solution of 20 g of vinyl car... The reactants are C(C(=O)Cl)(=O)Cl (Oxalyl chloride), C(C)OC(=O)C1=C(C2=C(N(C1=O)CC1=CC(=CC=C1)F)C=CS2)O (4-(3-fluoro-benzyl)-7-hydroxy-5-oxo-4,5-dihydro-thieno[3,2-b]pyridine-6-carboxylic acid ethyl ester), [Na+].[Cl-] (NaCl). The solvent is CN(C)C=O (DMF), ice water. Conditions: temperature -30 celsius, time 15 minute. The product is C(C)OC(=O)C1=C(C2=C(N(C1=O)CC1=CC(=CC=C1)F)C=CS2)Cl (7-chloro-4-(3-fluoro-benzyl)-5-oxo-4,5-dihydro-thieno[3,2-b]pyridine-6-carboxylic acid ethyl ester). Isolated yield 88.4%. As a reaction SMILES: [CH2:1]([O:3][C:4]([C:6]1[C:11](=[O:12])[N:10]([CH2:13][C:14]2[CH:19]=[CH:18][CH:17]=[C:16]([F:20])[CH:15]=2)[C:9]2[CH:21]=[CH:22][S:23][C:8]=2[C:7]=1O)=[O:5])[CH3:2].C(Cl)(=O)C([Cl:28])=O.[Na+].[Cl-]>CN(C=O)C>[CH2:1]([O:3][C:4]([C:6]1[C:11](=[O:12])[N:10]([CH2:13][C:14]2[CH:19]=[CH:18][CH:17]=[C:16]([F:20])[CH:15]=2)[C:9]2[CH:21]=[CH:22][S:23][C:8]=2[C:7]=1[Cl:28])=[O:5])[CH3:2] |f:2.3|. Procedure details: 4-(3-Fluoro-benzyl)-7-hydroxy-5-oxo-4,5-dihydro-thieno[3,2-b]pyridine-6-carboxylic acid ethyl ester (15) (60 g, 0.17 mol) was dissolved in 600 mL anhydrous DMF under a blanket of argon and cooled to −30° C. Oxalyl chloride (40.7 mL, 0.47 mol) was then added very slowly (producing a large volume of gas), with the reaction vessel open to the atmosphere. The solution was then heated to 75° C. for 2 hours. The solution was cooled to room temperature and poured into a solution of 150 g. NaCl in 6 L i... The reactants are N(=[N+]=[N-])C1=NC(=CC=C1)Br (2-azido-6-bromopyridine), N(=[N+]=[N-])C=1C=NC=C(C1)C(F)(F)F (3-azido-5-(trifluoromethyl)pyridine), N(=[N+]=[N-])C1=C(C(=NC(=C1Cl)Cl)Cl)Cl (4-azido-2,3,5,6-tetrachloropyridine), N(=[N+]=[N-])C1=NC(=CC=C1)F (2-azido-6-fluoropyridine), N(=[N+]=[N-])C1=NC(=CC=C1)C(F)(F)F (2-azido-6-(trifluoromethyl)pyridine). Yields the product N(=[N+]=[N-])C1=NC(=CC=C1)Cl (2-Azido-6-chloropyridine). RXN SMILES: [N:1]([C:4]1[CH:9]=[CH:8][CH:7]=[C:6](Br)[N:5]=1)=[N+:2]=[N-:3].N(C1C=CC=C(F)N=1)=[N+]=[N-].N(C1C=CC=C(C(F)(F)F)N=1)=[N+]=[N-].N(C1C=NC=C(C(F)(F)F)C=1)=[N+]=[N-].N(C1C([Cl:56])=C(Cl)N=C(Cl)C=1Cl)=[N+]=[N-]>>[N:1]([C:4]1[CH:9]=[CH:8][CH:7]=[C:6]([Cl:56])[N:5]=1)=[N+:2]=[N-:3]. Procedure details: The following were prepared analogously and analyzed by nmr spectroscopy: 2-azido-6-bromopyridine, m.p. 106°-110° C.; 2-azido-6-fluoropyridine, m.p. 45°-48° C.; 2-azido-6-(trifluoromethyl)pyridine, brown oil; 3-azido-5-(trifluoromethyl)pyridine, dark oil; 4-azido-2,3,5,6-tetrachloropyridine, light brown solid.